From a dataset of the Open Reaction Database (ORD), a public repository of structured organic reaction records. describe an organic reaction: reactants, conditions, products, and yield Reactants: Clc1cc(C(Cl)(Cl)Cl)cc(Cl)n1, [H-], [Na+], OCCOc1ccccc1, O. Yields the product Clc1cc(C(Cl)(Cl)Cl)cc(OCCOc2ccccc2)n1. Reaction SMILES: [Cl:13][c:14]1[n:15][c:16]([Cl:24])[cH:17][c:18]([C:20]([Cl:21])([Cl:22])[Cl:23])[cH:19]1.[H-:1].[Na+:2].[O:3]([c:4]1[cH:5][cH:6][cH:7][cH:8][cH:9]1)[CH2:10][CH2:11][OH:12].[OH2:25]>>[O:3]([c:4]1[cH:5][cH:6][cH:7][cH:8][cH:9]1)[CH2:10][CH2:11][O:12][c:16]1[n:15][c:14]([Cl:13])[cH:19][c:18]([C:20]([Cl:21])([Cl:22])[Cl:23])[cH:17]1. The reactants are FC1=CC=C(C=C1)[N+](=O)[O-] (p-fluoronitrobenzene), N1(CCOCC1)CCN (2-morpholin-4-yl-ethylamine), C(C)(C)NC(C)C (N,N-diisopropylamine). Run in O1CCOCC1 (dioxane), ClCCl (dichloromethane). Reaction conditions: temperature 105 celsius. Product: N1(CCOCC1)CCNC1=CC=C(C=C1)[N+](=O)[O-] ((2-morpholin-4-yl-ethyl)-(4-nitro-phenyl)-amine). Reaction SMILES: F[C:2]1[CH:7]=[CH:6][C:5]([N+:8]([O-:10])=[O:9])=[CH:4][CH:3]=1.[N:11]1([CH2:17][CH2:18][NH2:19])[CH2:16][CH2:15][O:14][CH2:13][CH2:12]1.C(NC(C)C)(C)C>O1CCOCC1.ClCCl>[N:11]1([CH2:17][CH2:18][NH:19][C:2]2[CH:7]=[CH:6][C:5]([N+:8]([O-:10])=[O:9])=[CH:4][CH:3]=2)[CH2:16][CH2:15][O:14][CH2:13][CH2:12]1. Procedure: A mixture of 7.5 mL of p-fluoronitrobenzene, 10.25 mL 2-morpholin-4-yl-ethylamine and 15 mL N,N-diisopropylamine in 36 mL dioxane is heated at 105° C. for 2 days. The reaction mixture is cooled to room temperature, diluted with dichloromethane (360 mL) and washed with water (3×290 mL). Upon evaporation to dryness, the dichloromethane layer yields the (2-morpholin-4-yl-ethyl)-(4-nitro-phenyl)-amine product, which is recrystallized from methanol.